This data is from the Open Reaction Database (ORD), a public repository of structured organic reaction records. The task is: describe an organic reaction: reactants, conditions, products, and yield The reactants are Clc1cc(Cl)nc(Cl)n1, CC(N)c1cccc([N+](=O)[O-])c1. Yields the product CC(Nc1nc(Cl)cc(Cl)n1)c1cccc([N+](=O)[O-])c1. As a reaction SMILES: [Cl:13][c:14]1[n:15][c:16]([Cl:21])[cH:17][c:18]([Cl:20])[n:19]1.[N+:1](=[O:2])([O-:3])[c:4]1[cH:5][c:6]([CH:10]([CH3:11])[NH2:12])[cH:7][cH:8][cH:9]1>>[N+:1](=[O:2])([O-:3])[c:4]1[cH:5][c:6]([CH:10]([CH3:11])[NH:12][c:14]2[n:15][c:16]([Cl:21])[cH:17][c:18]([Cl:20])[n:19]2)[cH:7][cH:8][cH:9]1. Starting materials: ClC1=C(C=CC=C1)C1=NCC=2N(C3=C1C1=C(S3)CN(CC1)C(=O)CSC(C)C)C(=NN2)C (6 -(2-chlorophenyl)- 9-(isopropylthiomethylcarbonyl)-7,8,9,10-tetrahydro-1-methyl-4H-pyrido [4',3':4,5] thieno [3,2-f] 1,2,4-triazolo [4,3-a] 1,4-diazepine), COC=1C=CC(=CC1)P2(=S)SP(=S)(S2)C=3C=CC(=CC3)OC (Lawesson's reagent). Run in C1(=CC=CC=C1)C (toluene). The product is ClC1=C(C=CC=C1)C1=NCC=2N(C3=C1C1=C(S3)CN(CC1)C(=S)CSC(C)C)C(=NN2)C (6 -(2-chlorophenyl)- 9-(isopropylthiomethyl-thiocarbonyl)-7,8,9,10-tetrahydro-1-methyl-4H-pyrido [4',3':4,5] thieno [3,2-f] 1,2,4-triazolo [4,3-a] 1,4-diazepine). RXN SMILES: [Cl:1][C:2]1[CH:7]=[CH:6][CH:5]=[CH:4][C:3]=1[C:8]1[C:14]2[C:15]3[CH2:21][CH2:20][N:19]([C:22]([CH2:24][S:25][CH:26]([CH3:28])[CH3:27])=O)[CH2:18][C:16]=3[S:17][C:13]=2[N:12]2[C:29]([CH3:32])=[N:30][N:31]=[C:11]2[CH2:10][N:9]=1.COC1C=CC(P2(SP(C3C=CC(OC)=CC=3)(=S)S2)=[S:42])=CC=1>C1(C)C=CC=CC=1>[Cl:1][C:2]1[CH:7]=[CH:6][CH:5]=[CH:4][C:3]=1[C:8]1[C:14]2[C:15]3[CH2:21][CH2:20][N:19]([C:22]([CH2:24][S:25][CH:26]([CH3:28])[CH3:27])=[S:42])[CH2:18][C:16]=3[S:17][C:13]=2[N:12]2[C:29]([CH3:32])=[N:30][N:31]=[C:11]2[CH2:10][N:9]=1. Reported procedure: Into the same reactor as in example 1, were poured, under nitrogen circulation, 300 ml of toluene, 12.2 g (0.025 mol) of the product of example 1 and 4.75 g (0.0117 mol) of Lawesson's reagent. The reaction mixture was slowly warmed over two hours to reflux temperature and reflux was maintained for two hours. After evaporation to dryness and treatment with dichloromethane, the solution was passed on a silica gel column, eluting with dichloromethane:methanol 95:5 by volume. After evaporation to dr... Starting materials: CO (methanol), OC(C)(C)C1=NN(C2=CC(=CC=C12)C(=O)OC)C1=CSC=C1 (Methyl 3-(2-hydroxypropan-2-yl)-1-(thiophen-3-yl)-1H-indazole-6-carboxylate), [OH-].[Na+] (sodium hydroxide). Solvent: O1CCCC1 (tetrahydrofuran). Reaction conditions: temperature 50 celsius, time 15 minute. Product: OC(C)(C)C1=NN(C2=CC(=CC=C12)C(=O)O)C1=CSC=C1 (3-(2-Hydroxypropan-2-yl)-1-(thiophen-3-yl)-1H-indazole-6-carboxylic acid). The yield is 92.4%. RXN SMILES: [OH:1][C:2]([C:5]1[C:13]2[C:8](=[CH:9][C:10]([C:14]([O:16]C)=[O:15])=[CH:11][CH:12]=2)[N:7]([C:18]2[CH:22]=[CH:21][S:20][CH:19]=2)[N:6]=1)([CH3:4])[CH3:3].CO.[OH-].[Na+]>O1CCCC1>[OH:1][C:2]([C:5]1[C:13]2[C:8](=[CH:9][C:10]([C:14]([OH:16])=[O:15])=[CH:11][CH:12]=2)[N:7]([C:18]2[CH:22]=[CH:21][S:20][CH:19]=2)[N:6]=1)([CH3:3])[CH3:4] |f:2.3|. Procedure: Methyl 3-(2-hydroxypropan-2-yl)-1-(thiophen-3-yl)-1H-indazole-6-carboxylate (909.8 mg, 2.88 mmol) was dissolved in tetrahydrofuran (17.25 mL) and methanol (11.50 mL) at 25° C. 1M sodium hydroxide (11.50 mL, 11.50 mmol) was added and the reaction mixture heated to 50° C. The reaction mixture was allowed to stir for 15 min. The reaction was stopped, cooled to room temperature, quenched by addition of concentrated hydrochloric acid (0.950 mL), and concentrated under reduced pressure. The title comp... The reactants are COc1ccc(Br)cn1, [Li]CCCC, CCCCCC, CC(C)NC(C)C, O=Cc1ccccc1[N+](=O)[O-], C1CCOC1. The product is COc1cc(C(O)c2ccccc2[N+](=O)[O-])c(Br)cn1. Reaction SMILES: [Br:13][c:14]1[cH:15][cH:16][c:17]([O:20][CH3:21])[n:18][cH:19]1.[CH2:1]([Li:2])[CH2:3][CH2:4][CH3:5].[CH3:38][CH2:39][CH2:40][CH2:41][CH2:42][CH3:43].[CH:6]([NH:7][CH:8]([CH3:9])[CH3:10])([CH3:11])[CH3:12].[N+:22](=[O:23])([O-:24])[c:25]1[c:26]([CH:27]=[O:28])[cH:29][cH:30][cH:31][cH:32]1.[O:33]1[CH2:34][CH2:35][CH2:36][CH2:37]1>>[Br:13][c:14]1[c:15]([CH:27]([c:26]2[c:25]([N+:22](=[O:23])[O-:24])[cH:32][cH:31][cH:30][cH:29]2)[OH:28])[cH:16][c:17]([O:20][CH3:21])[n:18][cH:19]1. Starting materials: [H][H] (hydrogen), 48, ClC1=CC(=CC=2C(CCOC21)N2C=NC=C2C(=O)OC)[N+](=O)[O-] (methyl 1-(8-chloro-2,3-dihydro-6-nitro-4H-1-benzopyran-4-yl)-1H-imidazole-5-carboxylate), [O-2].[Ca+2] (calcium oxide). Reagents/catalysts: [Pd] (palladium-on-charcoal). Solvent: CO (methanol). Yields the product 18.3, Cl.NC=1C=CC2=C(C(CCO2)N2C=NC=C2C(=O)OC)C1 (methyl 1-(6-amino-2,3-dihydro-4H-1-benzopyran-4-yl)-1H-imidazole-5-carboxylate monohydrochloride). Yield: 35.3%. Reaction SMILES: [Cl:1][C:2]1[C:11]2[O:10][CH2:9][CH2:8][CH:7]([N:12]3[C:16]([C:17]([O:19][CH3:20])=[O:18])=[CH:15][N:14]=[CH:13]3)[C:6]=2[CH:5]=[C:4]([N+:21]([O-])=O)[CH:3]=1.[O-2].[Ca+2].[H][H]>[Pd].CO>[ClH:1].[NH2:21][C:4]1[CH:3]=[CH:2][C:11]2[O:10][CH2:9][CH2:8][CH:7]([N:12]3[C:16]([C:17]([O:19][CH3:20])=[O:18])=[CH:15][N:14]=[CH:13]3)[C:6]=2[CH:5]=1 |f:1.2,6.7|. Reported procedure: A mixture of 48 parts of methyl 1-(8-chloro-2,3-dihydro-6-nitro-4H-1-benzopyran-4-yl)-1H-imidazole-5-carboxylate, 8 parts of calcium oxide and 400 parts of methanol was hydrogenated at normal pressure and at room temperature with 2 parts of palladium-on-charcoal catalyst 5%. After the calculated amount of hydrogen was taken up, the catalyst was filtered off and the filtrate was evaporated. The residue was taken up in trichloromethane. The organic layer was washed with water and evaporated. The r... Reactants: ClC=1C=C(C=CC1Cl)N=C=O (3,4-dichlorophenylisocyanate), N1(CCCCC1)CCCN1CCNCC1 (1-(3-piperidinopropyl)-piperazine). Solvent: CN(C)C=O (DMF), ClCCl (dichloromethane). Reaction conditions: time 8 hour. Yields the product ClC=1C=C(C=CC1Cl)NC(=O)N1CCN(CC1)CCCN1CCCCC1 (N-(3,4-Dichlorophenyl)-4-(3-piperidin-1-ylpropyl)piperazine-1-carboxamide). As a reaction SMILES: [Cl:1][C:2]1[CH:3]=[C:4]([N:9]=[C:10]=[O:11])[CH:5]=[CH:6][C:7]=1[Cl:8].[N:12]1([CH2:18][CH2:19][CH2:20][N:21]2[CH2:26][CH2:25][NH:24][CH2:23][CH2:22]2)[CH2:17][CH2:16][CH2:15][CH2:14][CH2:13]1>CN(C=O)C.ClCCl>[Cl:1][C:2]1[CH:3]=[C:4]([NH:9][C:10]([N:24]2[CH2:23][CH2:22][N:21]([CH2:20][CH2:19][CH2:18][N:12]3[CH2:13][CH2:14][CH2:15][CH2:16][CH2:17]3)[CH2:26][CH2:25]2)=[O:11])[CH:5]=[CH:6][C:7]=1[Cl:8]. Procedure details: A solution of 3,4-dichlorophenylisocyanate (0.3 g; 1.5 mmol) in a mixture of DMF (0.5 ml) and dichloromethane (5 ml) was added to 1-(3-piperidinopropyl)-piperazine (0.21 g; 1 mmol) at room temperature. The resulting mixture was stirred at room temperature overnight.